From a dataset of the Open Reaction Database (ORD), a public repository of structured organic reaction records. describe an organic reaction: reactants, conditions, products, and yield Reactants: CO (methanol), CSC=1C=C(C=CC1)N1C(N(C(C2=C1N=CC=C2)=O)CC2=CC=NC=C2)=O (1-(3-Methylthiophenyl)-3-(4-pyridylmethyl)pyrido[2,3-d]pyrimidine-2,4(1H,3H)-dione), OOS(=O)[O-].[K+] (OXONE), solution, OS(=O)(=O)[O-].[K+] (KHSO4). Run in O (H2O), O (H2O). Conditions: temperature 0 celsius, time 4 hour. Product: CS(=O)(=O)C=1C=C(C=CC1)N1C(N(C(C2=C1N=CC=C2)=O)CC2=CC=NC=C2)=O (1-(3-methylsulfonylphenyl)-3-(4-pyridylmethyl)pyrido[2,3-d]pyrimidine-2,4(1H,3H)-dione). Isolated yield 79.0%. RXN SMILES: CS[C:3]1[CH:4]=[C:5]([N:9]2[C:14]3[N:15]=[CH:16][CH:17]=[CH:18][C:13]=3[C:12](=[O:19])[N:11]([CH2:20][C:21]3[CH:26]=[CH:25][N:24]=[CH:23][CH:22]=3)[C:10]2=[O:27])[CH:6]=[CH:7][CH:8]=1.[OH:28][S:29]([O-:32])(=O)=O.[K+].OOS([O-])=O.[K+].[CH3:40]O>O>[CH3:40][S:29]([C:7]1[CH:6]=[C:5]([N:9]2[C:14]3[N:15]=[CH:16][CH:17]=[CH:18][C:13]=3[C:12](=[O:19])[N:11]([CH2:20][C:21]3[CH:22]=[CH:23][N:24]=[CH:25][CH:26]=3)[C:10]2=[O:27])[CH:4]=[CH:3][CH:8]=1)(=[O:32])=[O:28] |f:1.2,3.4|. Procedure: 1-(3-Methylthiophenyl)-3-(4-pyridylmethyl)pyrido[2,3-d]pyrimidine-2,4(1H,3H)-dione (250 mg, 0.664 mmole), prepared, e.g., as described in Example 5B, was dissolved in methanol (3 ml) and cooled to 0° C. To this solution, a 50% solution of 2KHSO5. KHSO4.K2SO4 in H2O, (this reagent is commercially available under the trademark of "OXONE®" from the Aldrich Chemical Company), (1.22 g, 1.99 mmole) was added. A cloudy slurry was formed and stirred at room temperature for 4 hours. The reaction mixture ... Starting materials: aqueous solution, [OH-].[Na+] (sodium hydroxide), C(C)(C)(C)C1=CC=C(C=C1)N1N=CC(=C1C)C(=O)NC=1C=NC(=CC1)C1CCC2(OCCO2)CC1 (1-(4-tert-Butylphenyl)-N-[6-(1,4-dioxaspiro[4.5]decan-8-yl)pyridin-3-yl]-5-methyl-1H-pyrazole-4-carboxamide). The solvent is O (water), O (water). Yields the product C(C)(C)(C)C1=CC=C(C=C1)N1N=CC(=C1C)C(=O)NC=1C=NC(=CC1)C1CCC(CC1)=O (1-(4-tert-butylphenyl)-5-methyl-N-[6-(4-oxocyclohexyl)pyridin-3-yl]-1H-pyrazole-4-carboxamide). Reaction SMILES: [C:1]([C:5]1[CH:10]=[CH:9][C:8]([N:11]2[C:15]([CH3:16])=[C:14]([C:17]([NH:19][C:20]3[CH:21]=[N:22][C:23]([CH:26]4[CH2:35][CH2:34][C:29]5(OCC[O:30]5)[CH2:28][CH2:27]4)=[CH:24][CH:25]=3)=[O:18])[CH:13]=[N:12]2)=[CH:7][CH:6]=1)([CH3:4])([CH3:3])[CH3:2].[OH-].[Na+]>O>[C:1]([C:5]1[CH:6]=[CH:7][C:8]([N:11]2[C:15]([CH3:16])=[C:14]([C:17]([NH:19][C:20]3[CH:21]=[N:22][C:23]([CH:26]4[CH2:35][CH2:34][C:29](=[O:30])[CH2:28][CH2:27]4)=[CH:24][CH:25]=3)=[O:18])[CH:13]=[N:12]2)=[CH:9][CH:10]=1)([CH3:4])([CH3:2])[CH3:3] |f:1.2|. Reported procedure: 1-(4-tert-Butylphenyl)-N-[6-(1,4-dioxaspiro[4.5]decan-8-yl)pyridin-3-yl]-5-methyl-1H-pyrazole-4-carboxamide (219 mg) trifluoroacetic acid (3 ml) and water (catalytic amounts) were stirred at room temperature overnight. After the reaction, water was added, the mixture was neutralized by the addition of 1N aqueous solution of sodium hydroxide and extracted with chloroform. The organic layer was dried over anhydrous sodium sulfate, concentrated to give 1-(4-tert-butylphenyl)-5-methyl-N-[6-(4-oxocyc... Reactants: C(#N)C1=CC2=CC=CC=C2C=C1 (2-cyanonaphthalene), [OH-].[NH4+] (ammonium hydroxide). The reagents and catalysts are [Ni] (Raney Nickel). The solvent is C(C)O (ethanol). Reaction conditions: time 4.5 day. The product is NCC1=CC2=CC=CC=C2C=C1 (2-Aminomethylnapthalene). RXN SMILES: [C:1]([C:3]1[CH:12]=[CH:11][C:10]2[C:5](=[CH:6][CH:7]=[CH:8][CH:9]=2)[CH:4]=1)#[N:2].[OH-].[NH4+]>[Ni].C(O)C>[NH2:2][CH2:1][C:3]1[CH:12]=[CH:11][C:10]2[C:5](=[CH:6][CH:7]=[CH:8][CH:9]=2)[CH:4]=1 |f:1.2|. Procedure details: A mixture of 10.0 g (65.3 mmole) 2-cyanonaphthalene, 2.0 g Raney Nickel, 100 ml ethanol and 9 ml concentrated ammonium hydroxide was hydrogenated at 36 psi (2.53 kg/cm2) for 4.5 days. The mixture was filtered and the filtrate concentrated in vacuo to an oil. The oil was distilled in vacuo to obtain the desired amine as a colorless liquid which solidified on standing. Yield 2.02 g. TLC on silica gel plates showed one spot at Rf 0.1 upon development with 19:1 chloroform/methanol. The reactants are [F-].[K+] (potassium fluoride), BrC1=CC=C(CC2(N(CCC2)C(=O)OC(C)(C)C)C(=O)NCC(CC(CC)(C)C)O)C=C1 (tert-butyl 2-(4-bromobenzyl)-2-{[(2-hydroxy-4,4-dimethylhexyl)amino]carbonyl}pyrrolidine-1-carboxylate), BrC1=NC=C(C=C1)F (2-bromo-5-fluoropyridine), C[Sn](C)C.C[Sn](C)C (hexamethylditin). Reagents/catalysts: C1(=CC=CC=C1)P(C1=CC=CC=C1)C1=CC=CC=C1.C1(=CC=CC=C1)P(C1=CC=CC=C1)C1=CC=CC=C1.C1(=CC=CC=C1)P(C1=CC=CC=C1)C1=CC=CC=C1.C1(=CC=CC=C1)P(C1=CC=CC=C1)C1=CC=CC=C1.[Pd] (Palladium tetrakis(triphenylphosphine)). The solvent is O1CCOCC1 (1,4-dioxane). Reaction conditions: temperature 110 celsius, time 8 hour. Yields the product FC=1C=CC(=NC1)C1=CC=C(CC2(N(CCC2)C(=O)OC(C)(C)C)C(=O)NCC(CC(CC)(C)C)O)C=C1 (tert-butyl 2-[4-(5-fluoropyridin-2-yl)benzyl]-2-{[(2-hydroxy-4,4-dimethylhexyl)amino]carbonyl}pyrrolidine-1-carboxylate). RXN SMILES: Br[C:2]1[CH:32]=[CH:31][C:5]([CH2:6][C:7]2([C:19]([NH:21][CH2:22][CH:23]([OH:30])[CH2:24][C:25]([CH3:29])([CH3:28])[CH2:26][CH3:27])=[O:20])[CH2:11][CH2:10][CH2:9][N:8]2[C:12]([O:14][C:15]([CH3:18])([CH3:17])[CH3:16])=[O:13])=[CH:4][CH:3]=1.Br[C:34]1[CH:39]=[CH:38][C:37]([F:40])=[CH:36][N:35]=1.C[Sn](C)C.C[Sn](C)C.[F-].[K+]>O1CCOCC1.C1(P(C2C=CC=CC=2)C2C=CC=CC=2)C=CC=CC=1.C1(P(C2C=CC=CC=2)C2C=CC=CC=2)C=CC=CC=1.C1(P(C2C=CC=CC=2)C2C=CC=CC=2)C=CC=CC=1.C1(P(C2C=CC=CC=2)C2C=CC=CC=2)C=CC=CC=1.[Pd]>[F:40][C:37]1[CH:38]=[CH:39][C:34]([C:2]2[CH:32]=[CH:31][C:5]([CH2:6][C:7]3([C:19]([NH:21][CH2:22][CH:23]([OH:30])[CH2:24][C:25]([CH3:28])([CH3:29])[CH2:26][CH3:27])=[O:20])[CH2:11][CH2:10][CH2:9][N:8]3[C:12]([O:14][C:15]([CH3:16])([CH3:17])[CH3:18])=[O:13])=[CH:4][CH:3]=2)=[N:35][CH:36]=1 |f:2.3,4.5,7.8.9.10.11,^1:41,45|. Reported procedure: Palladium tetrakis(triphenylphosphine) (1.38 g, 1.20 mmol) was added to a degassed, ambient temperature solution of tert-butyl 2-(4-bromobenzyl)-2-{[(2-hydroxy-4,4-dimethylhexyl)amino]carbonyl}pyrrolidine-1-carboxylate (6.11 g, 12 mmol), 2-bromo-5-fluoropyridine (2.1 g, 12 mmol), and hexamethylditin (3.9 g, 12 mmol) in 1,4-dioxane (120 mL). After stirring at 110° C. overnight, potassium fluoride (50% on celite) was added and the solution was vigorously stirred for 1 h at ambient temperature. The... Product: CC=CC(=O)Nc1ccc2ncnc(Nc3cccc(Br)c3)c2c1. As a reaction SMILES: [C:20]([CH:21]=[CH:22][CH3:23])(=[O:24])[Cl:25].[CH2:26]1[O:27][CH2:28][CH2:29][CH2:30]1.[NH2:1][c:2]1[cH:3][c:4]2[c:5]([NH:12][c:13]3[cH:14][c:15]([Br:19])[cH:16][cH:17][cH:18]3)[n:6][cH:7][n:8][c:9]2[cH:10][cH:11]1>>[NH:1]([c:2]1[cH:3][c:4]2[c:5]([NH:12][c:13]3[cH:14][c:15]([Br:19])[cH:16][cH:17][cH:18]3)[n:6][cH:7][n:8][c:9]2[cH:10][cH:11]1)[C:20]([CH:21]=[CH:22][CH3:23])=[O:24]. Reactants: CC=CC(=O)Cl, C1CCOC1, Nc1ccc2ncnc(Nc3cccc(Br)c3)c2c1. Reactants: CCc1[nH]c(C(=O)O)c(Cl)c1Cl, Cl, NC(=O)c1cc(Cl)nc(N2CCC(N)CC2)c1. The product is CCc1[nH]c(C(=O)NC2CCN(c3cc(C(N)=O)cc(Cl)n3)CC2)c(Cl)c1Cl. Reaction SMILES: [Cl:19][c:20]1[c:21]([C:28](=[O:29])[OH:30])[nH:22][c:23]([CH2:26][CH3:27])[c:24]1[Cl:25].[ClH:1].[NH2:2][CH:3]1[CH2:4][CH2:5][N:6]([c:9]2[cH:10][c:11]([C:12](=[O:13])[NH2:14])[cH:15][c:16]([Cl:18])[n:17]2)[CH2:7][CH2:8]1>>[NH:2]([CH:3]1[CH2:4][CH2:5][N:6]([c:9]2[cH:10][c:11]([C:12](=[O:13])[NH2:14])[cH:15][c:16]([Cl:18])[n:17]2)[CH2:7][CH2:8]1)[C:28]([c:21]1[c:20]([Cl:19])[c:24]([Cl:25])[c:23]([CH2:26][CH3:27])[nH:22]1)=[O:29].